This data is from the Open Reaction Database (ORD), a public repository of structured organic reaction records. The task is: describe an organic reaction: reactants, conditions, products, and yield RXN SMILES: [CH3:16][N:17]([C:18]#[N:19])[CH3:20].[CH3:21][c:22]1[cH:23][c:24]([OH:25])[cH:26][cH:27][cH:28]1.[ClH:1].[NH2:2][c:3]1[c:4](-[c:9]2[cH:10][c:11]([CH3:15])[cH:12][cH:13][cH:14]2)[cH:5][cH:6][cH:7][cH:8]1>>[NH:2]([c:3]1[c:4](-[c:9]2[cH:10][c:11]([CH3:15])[cH:12][cH:13][cH:14]2)[cH:5][cH:6][cH:7][cH:8]1)[C:18]([N:17]([CH3:16])[CH3:20])=[NH:19]. Reactants: CN(C)C#N, Cc1cccc(O)c1, Cl, Cc1cccc(-c2ccccc2N)c1. Product: Cc1cccc(-c2ccccc2NC(=N)N(C)C)c1. The reactants are ClC(Cl)Cl, COC(=O)c1ccc(CCl)cc1, OCCNCCO. Yields the product COC(=O)c1ccc(CN(CCO)CCO)cc1. RXN SMILES: [CH:20]([Cl:21])([Cl:22])[Cl:23].[Cl:1][CH2:2][c:3]1[cH:4][cH:5][c:6]([C:7](=[O:8])[O:9][CH3:10])[cH:11][cH:12]1.[OH:13][CH2:14][CH2:15][NH:16][CH2:17][CH2:18][OH:19]>>[CH2:2]([c:3]1[cH:4][cH:5][c:6]([C:7](=[O:8])[O:9][CH3:10])[cH:11][cH:12]1)[N:16]([CH2:15][CH2:14][OH:13])[CH2:17][CH2:18][OH:19]. Reactants: [N+](=O)([O-])C1=CC=C(C(=O)Cl)C=C1 (p-nitrobenzoyl chloride), C(CCC)Br (n-butyl bromide), 91, C(NN)(=S)[S-].[K+] (potassium dithiocarbazate), ice water. The solvent is CN1C(CCC1)=O (N-methylpyrrolidone). Run at time 2 hour. The product is [N+](=O)([O-])C1=CC=C(C(=O)NNC(=S)SCCCC)C=C1 (butyl 3-(p-nitrobenzoyl)-dithiocarbazate). Reaction SMILES: [CH2:1](Br)[CH2:2][CH2:3][CH3:4].[C:6]([S-:10])(=[S:9])[NH:7][NH2:8].[K+].[N+:12]([C:15]1[CH:23]=[CH:22][C:18]([C:19](Cl)=[O:20])=[CH:17][CH:16]=1)([O-:14])=[O:13]>CN1CCCC1=O>[N+:12]([C:15]1[CH:23]=[CH:22][C:18]([C:19]([NH:8][NH:7][C:6]([S:10][CH2:1][CH2:2][CH2:3][CH3:4])=[S:9])=[O:20])=[CH:17][CH:16]=1)([O-:14])=[O:13] |f:1.2|. Reported procedure: 85.9 parts n-butyl bromide are added to a suspension of 91 parts of potassium dithiocarbazate in 900 parts of N-methylpyrrolidone, while cooling with ice, and the mixture is then stirred for 2 hours at room temperature. Thereafter, 116.7 parts of p-nitrobenzoyl chloride are added while cooling with ice, stirring is continued for a further 2 hours at room temperature, and the reaction mixture is poured into 3,000 parts of ice water. The butyl 3-(p-nitrobenzoyl)-dithiocarbazate initially obtained ...